This data is from the Open Reaction Database (ORD), a public repository of structured organic reaction records. The task is: describe an organic reaction: reactants, conditions, products, and yield Starting materials: OC=1C=NC(=NC1)C1=CC=C(C=C1)OCCCOCC(F)(F)OC(C(OC(C(C(C(F)(F)F)(F)F)(F)F)(F)F)(F)F)(F)F (5-hydroxy-2-[4-(3-(2-(2-(nonafluorobutoxy)tetrafluoroethoxy)-2,2-difluoroethoxy)propoxy)phenyl]pyrimidine), C(C)OCCBr (2-bromoethyl ethyl ether). The product is C(C)OCCOC=1C=NC(=NC1)C1=CC=C(C=C1)OCCCOCC(F)(F)OC(C(OC(C(C(C(F)(F)F)(F)F)(F)F)(F)F)(F)F)(F)F (5-(2-(Ethoxy)ethoxy)-2-[4-(3-(2-(2-(nonafluorobutoxy)tetrafluoroethoxy)-2,2-difluoroethoxy)propoxy)phenyl]pyrimidine). As a reaction SMILES: [OH:1][C:2]1[CH:3]=[N:4][C:5]([C:8]2[CH:13]=[CH:12][C:11]([O:14][CH2:15][CH2:16][CH2:17][O:18][CH2:19][C:20]([O:23][C:24]([F:43])([F:42])[C:25]([F:41])([F:40])[O:26][C:27]([F:39])([F:38])[C:28]([F:37])([F:36])[C:29]([F:35])([F:34])[C:30]([F:33])([F:32])[F:31])([F:22])[F:21])=[CH:10][CH:9]=2)=[N:6][CH:7]=1.[CH2:44]([O:46][CH2:47][CH2:48]Br)[CH3:45]>>[CH2:44]([O:46][CH2:47][CH2:48][O:1][C:2]1[CH:7]=[N:6][C:5]([C:8]2[CH:9]=[CH:10][C:11]([O:14][CH2:15][CH2:16][CH2:17][O:18][CH2:19][C:20]([O:23][C:24]([F:43])([F:42])[C:25]([F:40])([F:41])[O:26][C:27]([F:38])([F:39])[C:28]([F:36])([F:37])[C:29]([F:34])([F:35])[C:30]([F:31])([F:32])[F:33])([F:22])[F:21])=[CH:12][CH:13]=2)=[N:4][CH:3]=1)[CH3:45]. Procedure: The title compound was prepared essentially as in Example 1 by combining 5-hydroxy-2-[4-(3-(2-(2-(nonafluorobutoxy)tetrafluoroethoxy)-2,2-difluoroethoxy)propoxy)phenyl]pyrimidine (1.0 g, 1.51 mmol,) and 2-bromoethyl ethyl ether (0.58 g, 3.79 mmol). The resulting crude product was isolated and further purified essentially as described in Example 3, eluting with 30 volume percent ethyl acetate/hexane, to yield 0.76 g of purified product. Starting materials: ClC1=C(C=C(C=C1)S(=O)(=O)N1CCCCC2=C1C=CC=C2)N2C(NC=1C2=NC(=CC1C)C(=O)OCC)=O (3-[2-chloro-5-(2,3,4,5-tetrahydro-1H-1-benzoazepin-1-ylsulfonyl)-phenyl]-5-ethoxycarbonyl-7-methyl-1,3-dihydro-2H-imidazo[4,5-b]pyridin-2-one), [H-].C(C(C)C)[Al+]CC(C)C (diisobutylaluminium hydride), Cl (hydrochloric acid). Run in O1CCCC1 (tetrahydrofuran). Conditions: time 8 hour. Product: ClC1=C(C=C(C=C1)S(=O)(=O)N1CCCCC2=C1C=CC=C2)N2C(NC=1C2=NC(=CC1C)CO)=O (3-[2-Chloro-5-(2,3,4,5-tetrahydro-1H-1-benzoazepin-1-ylsulfonyl)phenyl]-5-hydroxymethyl-7-methyl-1,3-dihydro-2H-imidazo[4,5-b]pyridin-2-one). The yield is 78.5%. Reaction SMILES: [Cl:1][C:2]1[CH:7]=[CH:6][C:5]([S:8]([N:11]2[C:17]3[CH:18]=[CH:19][CH:20]=[CH:21][C:16]=3[CH2:15][CH2:14][CH2:13][CH2:12]2)(=[O:10])=[O:9])=[CH:4][C:3]=1[N:22]1[C:26]2=[N:27][C:28]([C:32](OCC)=[O:33])=[CH:29][C:30]([CH3:31])=[C:25]2[NH:24][C:23]1=[O:37].[H-].C([Al+]CC(C)C)C(C)C.Cl>O1CCCC1>[Cl:1][C:2]1[CH:7]=[CH:6][C:5]([S:8]([N:11]2[C:17]3[CH:18]=[CH:19][CH:20]=[CH:21][C:16]=3[CH2:15][CH2:14][CH2:13][CH2:12]2)(=[O:9])=[O:10])=[CH:4][C:3]=1[N:22]1[C:26]2=[N:27][C:28]([CH2:32][OH:33])=[CH:29][C:30]([CH3:31])=[C:25]2[NH:24][C:23]1=[O:37] |f:1.2|. Procedure: To a solution of 3-[2-chloro-5-(2,3,4,5-tetrahydro-1H-1-benzoazepin-1-ylsulfonyl)-phenyl]-5-ethoxycarbonyl-7-methyl-1,3-dihydro-2H-imidazo[4,5-b]pyridin-2-one (87 mg) in tetrahydrofuran (1.6 mL) was added diisobutylaluminium hydride (0.99 mol/L toluene solution, 0.65 mL) under ice-cooling, and the mixture was stirred at room temperature overnight. To the reaction mixture was added 1 mol/L hydrochloric acid, and the resulting mixture was extracted with ethyl acetate. The extract was washed with b... Reported procedure: To a solution of ethyl 5-[(tert-butoxycarbonyl)amino]-1,3-thiazole-4-carboxylate (10 g, 36.7 mmol) in DMF (122 ml) was added N-iodosuccinimide (20 g, 88.9 mmol). The mixture was stirred for 36 hrs at 60° C. One additional equivalent of N-iodosuccinimide (1.2 g) was added and the mixture was stirred at 60° C. for 18 hrs. The reaction was then cooled to room temperature and concentrated to one-third its volume in vacuo. The resulting mixture was partitioned between water and ethyl acetate. The aqu... Reactants: C(C)(C)(C)OC(=O)NC1=C(N=CS1)C(=O)OCC (ethyl 5-[(tert-butoxycarbonyl)amino]-1,3-thiazole-4-carboxylate), IN1C(CCC1=O)=O (N-iodosuccinimide), IN1C(CCC1=O)=O (N-iodosuccinimide). Solvent: CN(C)C=O (DMF). Run at temperature 60 celsius, time 36 hour. Product: C(C)(C)(C)OC(=O)NC1=C(N=C(S1)I)C(=O)OCC (Ethyl 5-[(tert-butoxycarbonyl)amino]-2-iodo-1,3-thiazole-4-carboxylate). As a reaction SMILES: [C:1]([O:5][C:6]([NH:8][C:9]1[S:13][CH:12]=[N:11][C:10]=1[C:14]([O:16][CH2:17][CH3:18])=[O:15])=[O:7])([CH3:4])([CH3:3])[CH3:2].[I:19]N1C(=O)CCC1=O>CN(C=O)C>[C:1]([O:5][C:6]([NH:8][C:9]1[S:13][C:12]([I:19])=[N:11][C:10]=1[C:14]([O:16][CH2:17][CH3:18])=[O:15])=[O:7])([CH3:4])([CH3:3])[CH3:2].